Dataset: the Open Reaction Database (ORD), a public repository of structured organic reaction records. Task: describe an organic reaction: reactants, conditions, products, and yield Starting materials: Cl.N[C@@H](CC1=CC=CC=C1)C(=O)OC (L-Phenylalanine, methyl ester, hydrochloride), [H][H] (hydrogen), [H][H] (hydrogen). Reagents/catalysts: [Rh] (Rhodium on carbon). Run in CO (methanol). The product is Cl.N[C@H](C(=O)OC)CC1CCCCC1 ((S)-α-aminocyclohexanepropanoic acid, methyl ester, hydrochloride). As a reaction SMILES: [ClH:1].[NH2:2][C@H:3]([C:11]([O:13][CH3:14])=[O:12])[CH2:4][C:5]1[CH:10]=[CH:9][CH:8]=[CH:7][CH:6]=1.[H][H]>CO.[Rh]>[ClH:1].[NH2:2][C@@H:3]([CH2:4][CH:5]1[CH2:10][CH2:9][CH2:8][CH2:7][CH2:6]1)[C:11]([O:13][CH3:14])=[O:12] |f:0.1,5.6|. Reported procedure: L-Phenylalanine, methyl ester, hydrochloride, 292 g (1.35 mol) in about 4 L of methanol is exposed to hydrogen gas in the presence of 10% Rhodium on carbon catalyst. After hydrogen uptake is complete, the catalyst is filtered and the filtrate concentrated under reduced pressure to a volume of about 500 ml. Diethyl ether, about 1 liter, is added to the thick slurry of crystals and the mixture filtered and washed with diethyl ether to afford 288.9 g of (S)-α-aminocyclohexanepropanoic acid, methyl ...